This data is from the Open Reaction Database (ORD), a public repository of structured organic reaction records. The task is: describe an organic reaction: reactants, conditions, products, and yield The reactants are COc1cc2c(Oc3ccc4[nH]c(C)c(C)c4c3)ncnc2cc1OCc1ccccc1, O=C[O-], [NH4+], CN(C)C=O. Yields the product COc1cc2c(Oc3ccc4[nH]c(C)c(C)c4c3)ncnc2cc1O. RXN SMILES: [CH2:1]([c:2]1[cH:3][cH:4][cH:5][cH:6][cH:7]1)[O:8][c:9]1[c:10]([O:31][CH3:32])[cH:11][c:12]2[c:13]([O:19][c:20]3[cH:21][c:22]4[c:23]([CH3:30])[c:24]([CH3:29])[nH:25][c:26]4[cH:27][cH:28]3)[n:14][cH:15][n:16][c:17]2[cH:18]1.[CH:33]([O-:34])=[O:35].[NH4+:36].[O:37]=[CH:38][N:39]([CH3:40])[CH3:41]>>[OH:8][c:9]1[c:10]([O:31][CH3:32])[cH:11][c:12]2[c:13]([O:19][c:20]3[cH:21][c:22]4[c:23]([CH3:30])[c:24]([CH3:29])[nH:25][c:26]4[cH:27][cH:28]3)[n:14][cH:15][n:16][c:17]2[cH:18]1. Starting materials: C(C)(C)(C)OC(=O)N1CCN(CCC1)S(=O)(=O)C=1C=2C=CN=C(C2C=CC1)[N+](=O)[O-] (4-(1-Nitro-isoquinoline-5-sulfonyl)-[1,4]diazepane-1-carboxylic acid tert-butyl ester), CCOC(=O)C.CCCCCC (EtOAc Hexane). The reagents and catalysts are [Pd] (Pd/C). Run in CO (methanol). Product: C(C)(C)(C)OC(=O)N1CCN(CCC1)S(=O)(=O)C=1C=2C=CN=C(C2C=CC1)NO (4-(1-Hydroxyamino-isoquinoline-5-sulfonyl)-[1,4]diazepane-1-carboxylic acid tert-butyl ester). RXN SMILES: [C:1]([O:5][C:6]([N:8]1[CH2:14][CH2:13][CH2:12][N:11]([S:15]([C:18]2[C:19]3[CH:20]=[CH:21][N:22]=[C:23]([N+:28]([O-])=[O:29])[C:24]=3[CH:25]=[CH:26][CH:27]=2)(=[O:17])=[O:16])[CH2:10][CH2:9]1)=[O:7])([CH3:4])([CH3:3])[CH3:2].CCOC(C)=O.CCCCCC>CO.[Pd]>[C:1]([O:5][C:6]([N:8]1[CH2:14][CH2:13][CH2:12][N:11]([S:15]([C:18]2[C:19]3[CH:20]=[CH:21][N:22]=[C:23]([NH:28][OH:29])[C:24]=3[CH:25]=[CH:26][CH:27]=2)(=[O:16])=[O:17])[CH2:10][CH2:9]1)=[O:7])([CH3:4])([CH3:2])[CH3:3] |f:1.2|. Procedure details: A solution of the nitro-isoquinoline from step B (0.81 mmol, 1.86 mmol) and Pd/C (10%, 0.081 g) in methanol (50 mL) was stirred under hydrogen overnight, filtered and evaporated to give a crude oil. Chromatography on silica eluting with a gradient of 20% to 70% of EtOAc/Hexane gave an oil. (0.43 g, 55%). LCMS (+APCI) m/z 423 (M+H). The reactants are CC(Cl)c1cccnc1, CP(C)(=O)Cc1ccc(C(=O)O)cc1. Reagents/catalysts: O=C([O-])[O-].[Cs+].[Cs+] (cesium carbonate), [I-].[K+] (potassium iodide). The solvent is CN(C)C=O (DMF), CN(C)C=O (dmf), CN(C)C=O (DMF). Reaction conditions: temperature 70 celsius, time 16 hour. Product: CC(OC(=O)c1ccc(CP(C)(C)=O)cc1)c1cccnc1.